From a dataset of the Open Reaction Database (ORD), a public repository of structured organic reaction records. describe an organic reaction: reactants, conditions, products, and yield Reactants: CCN(C(C)C)C(C)C, O=[N+]([O-])c1cnc(Cl)nc1Cl, Nc1ccc2c(c1)CCC2, C1COCCO1. Product: O=[N+]([O-])c1cnc(Cl)nc1Nc1ccc2c(c1)CCC2. Reaction SMILES: [CH:22]([N:23]([CH:24]([CH3:25])[CH3:26])[CH2:27][CH3:28])([CH3:29])[CH3:30].[Cl:1][c:2]1[n:3][cH:4][c:5]([N+:9](=[O:10])[O-:11])[c:6]([Cl:8])[n:7]1.[NH2:12][c:13]1[cH:14][c:15]2[c:19]([cH:20][cH:21]1)[CH2:18][CH2:17][CH2:16]2.[O:31]1[CH2:32][CH2:33][O:34][CH2:35][CH2:36]1>>[Cl:1][c:2]1[n:3][cH:4][c:5]([N+:9](=[O:10])[O-:11])[c:6]([NH:12][c:13]2[cH:14][c:15]3[c:19]([cH:20][cH:21]2)[CH2:18][CH2:17][CH2:16]3)[n:7]1. The reactants are [H-].[Na+] (sodium hydride), IC (iodomethane), CCOCC (ether), CC(C)(C)C=1C=C(C=C(C1O)C(C)(C)C)C1=NNC(S1)=S (5-[3,5-Bis(1,1-dimethylethyl)-4-hydroxyphenyl]-1,3,4-thiadiazole-2(3H)-thione). Run in O1CCCC1 (tetrahydrofuran), O1CCCC1 (tetrahydrofuran), O1CCCC1 (tetrahydrofuran). Run at temperature 0 celsius, time 30 minute. Yields the product CC(C)(C)C1=C(C(=CC(=C1)C=1SC(=NN1)SC)C(C)(C)C)O (2,6-bis(1,1-dimethylethyl)-4-[5-(methylthio)-1,3,4-thiadiazol-2-yl]phenol). The yield is 83.0%. As a reaction SMILES: [CH3:1][C:2]([C:5]1[CH:6]=[C:7]([C:16]2[S:20][C:19](=[S:21])[NH:18][N:17]=2)[CH:8]=[C:9]([C:12]([CH3:15])([CH3:14])[CH3:13])[C:10]=1[OH:11])([CH3:4])[CH3:3].[H-].[Na+].IC.[CH3:26]COCC>O1CCCC1>[CH3:15][C:12]([C:9]1[CH:8]=[C:7]([C:16]2[S:20][C:19]([S:21][CH3:26])=[N:18][N:17]=2)[CH:6]=[C:5]([C:2]([CH3:1])([CH3:3])[CH3:4])[C:10]=1[OH:11])([CH3:13])[CH3:14] |f:1.2|. Procedure details: 5-[3,5-Bis(1,1-dimethylethyl)-4-hydroxyphenyl]-1,3,4-thiadiazole-2(3H)-thione (3.0 g, 0.0093 mole) in tetrahydrofuran (15 ml) is added dropwise to a stirred 0° C. suspension of sodium hydride (0.37 g of a 60% dispersion in mineral oil, 0.0093 mole) in tetrahydrofuran (15 ml) under nitrogen. After 30 minutes, a solution of iodomethane (1.5 g, 0.0102 mole) in tetrahydrofuran (5 ml) is added dropwise. After stirring one hour at 0° C., ether (20 ml) is added and the resulting mixture is washed with ... The reactants are CCCC[N+](CCCC)(CCCC)CCCC, CCOC(C)=O, CC#N, COC(COCCOCCOCCOCCOS(C)(=O)=O)OC, [F-], O=[SH](=O)[O-]. Product: COC(COCCOCCOCCOCCF)OC. As a reaction SMILES: [CH2:29]([N+:30]([CH2:31][CH2:32][CH2:33][CH3:34])([CH2:35][CH2:36][CH2:37][CH3:38])[CH2:39][CH2:40][CH2:41][CH3:42])[CH2:43][CH2:44][CH3:45].[CH3:46][CH2:47][O:48][C:49](=[O:50])[CH3:51].[CH3:52][C:53]#[N:54].[CH3:5][O:6][CH:7]([CH2:8][O:9][CH2:10][CH2:11][O:12][CH2:13][CH2:14][O:15][CH2:16][CH2:17][O:18][CH2:19][CH2:20][O:21][S:22]([CH3:23])(=[O:24])=[O:25])[O:26][CH3:27].[F-:28].[SH:1](=[O:2])(=[O:3])[O-:4]>>[CH3:5][O:6][CH:7]([CH2:8][O:9][CH2:10][CH2:11][O:12][CH2:13][CH2:14][O:15][CH2:16][CH2:17][O:18][CH2:19][CH2:20][F:28])[O:26][CH3:27]. Starting materials: C(#N)[BH3-].[Na+] (Sodium cyanoborohydride), CC1=CC=NC2=CC=CC=C12 (4-Methylquinoline), C(C)(=O)O (acetic acid), [OH-].[NH4+] (ammonium hydroxide). Reaction conditions: temperature 10 celsius, time 2 hour. Product: C(C)N1CCC(C2=CC=CC=C12)C (N-Ethyl-1,2,3,4-tetrahydro-4-methylquinoline). Isolated yield 31.0%. Reaction SMILES: [CH3:1][C:2]1[C:11]2[C:6](=[CH:7][CH:8]=[CH:9][CH:10]=2)[N:5]=[CH:4][CH:3]=1.C([BH3-])#N.[Na+].[OH-].[NH4+].[C:18](O)(=O)[CH3:19]>>[CH2:18]([N:5]1[C:6]2[C:11](=[CH:10][CH:9]=[CH:8][CH:7]=2)[CH:2]([CH3:1])[CH2:3][CH2:4]1)[CH3:19] |f:1.2,3.4|. Procedure details: 4-Methylquinoline (lepidine) (1.43 g, 10 mmol) and 50 ml of glacial acetic acid were added together and cooled to 10° C. Sodium cyanoborohydride (2.64 g, 42 mmol) was added gradually, and the reaction was stirred at 25° for 2 hours, and then heated at 55° for 11/2 hours. After stirring overnight at 25°, the reaction was neutralised with concentrated ammonium hydroxide to pH 10.5, and then the product was extracted into methylene chloride and evaporated. The crude product was purified on a silica...